This data is from the Open Reaction Database (ORD), a public repository of structured organic reaction records. The task is: describe an organic reaction: reactants, conditions, products, and yield Starting materials: CCCC[N+](CCCC)(CCCC)CCCC, C1CCOC1, C=CCC1(CCOCc2ccc(OC)cc2)CC(c2cccc(Cl)c2)C(c2ccc(Cl)cc2)N(C(CC)CO[Si](c2ccccc2)(c2ccccc2)C(C)(C)C)C1=O, C=CCC1(CCOCc2ccc(OC)cc2)CC(c2cccc(Cl)c2)C(c2ccc(Cl)cc2)N(C(CC)CO[Si](c2ccccc2)(c2ccccc2)C(C)(C)C)C1=O, [F-]. Yields the product C=CCC1(CCOCc2ccc(OC)cc2)CC(c2cccc(Cl)c2)C(c2ccc(Cl)cc2)N(C(CC)CO)C1=O. Reaction SMILES: [CH2:118]([N+:119]([CH2:120][CH2:121][CH2:122][CH3:123])([CH2:124][CH2:125][CH2:126][CH3:127])[CH2:128][CH2:129][CH2:130][CH3:131])[CH2:132][CH2:133][CH3:134].[CH2:135]1[O:136][CH2:137][CH2:138][CH2:139]1.[CH2:1]([CH:2]=[CH2:3])[C:4]1([CH2:47][CH2:48][O:49][CH2:50][c:51]2[cH:52][cH:53][c:54]([O:57][CH3:58])[cH:55][cH:56]2)[C:5](=[O:46])[N:6]([CH:24]([CH2:25][O:26][Si:27]([C:28]([CH3:29])([CH3:30])[CH3:31])([c:32]2[cH:33][cH:34][cH:35][cH:36][cH:37]2)[c:38]2[cH:39][cH:40][cH:41][cH:42][cH:43]2)[CH2:44][CH3:45])[CH:7]([c:17]2[cH:18][cH:19][c:20]([Cl:23])[cH:21][cH:22]2)[CH:8]([c:10]2[cH:11][c:12]([Cl:16])[cH:13][cH:14][cH:15]2)[CH2:9]1.[CH2:59]([C:60]1([CH2:61][CH2:62][O:63][CH2:64][c:65]2[cH:66][cH:67][c:68]([O:69][CH3:70])[cH:71][cH:72]2)[CH2:73][CH:74]([c:75]2[cH:76][cH:77][cH:78][c:79]([Cl:80])[cH:81]2)[CH:82]([c:83]2[cH:84][cH:85][c:86]([Cl:87])[cH:88][cH:89]2)[N:90]([CH:91]([CH2:92][CH3:93])[CH2:94][O:95][Si:96]([C:97]([CH3:98])([CH3:99])[CH3:100])([c:101]2[cH:102][cH:103][cH:104][cH:105][cH:106]2)[c:107]2[cH:108][cH:109][cH:110][cH:111][cH:112]2)[C:113]1=[O:114])[CH:115]=[CH2:116].[F-:117]>>[CH2:1]([CH:2]=[CH2:3])[C:4]1([CH2:47][CH2:48][O:49][CH2:50][c:51]2[cH:52][cH:53][c:54]([O:57][CH3:58])[cH:55][cH:56]2)[C:5](=[O:46])[N:6]([CH:24]([CH2:25][OH:26])[CH2:44][CH3:45])[CH:7]([c:17]2[cH:18][cH:19][c:20]([Cl:23])[cH:21][cH:22]2)[CH:8]([c:10]2[cH:11][c:12]([Cl:16])[cH:13][cH:14][cH:15]2)[CH2:9]1. The reactants are N#Cc1cc(-c2ccncc2)c(-c2ccc(F)cc2)nc1O, N, CN(C)C=O, O=P(Cl)(Cl)Cl. RXN SMILES: [F:1][c:2]1[cH:3][cH:4][c:5](-[c:8]2[n:9][c:10]([OH:22])[c:11]([C:20]#[N:21])[cH:12][c:13]2-[c:14]2[cH:15][cH:16][n:17][cH:18][cH:19]2)[cH:6][cH:7]1.[NH3:28].[O:29]=[CH:30][N:31]([CH3:32])[CH3:33].[P:23]([Cl:24])([Cl:25])([Cl:26])=[O:27]>>[F:1][c:2]1[cH:3][cH:4][c:5](-[c:8]2[n:9][c:10]([Cl:25])[c:11]([C:20]#[N:21])[cH:12][c:13]2-[c:14]2[cH:15][cH:16][n:17][cH:18][cH:19]2)[cH:6][cH:7]1. Yields the product N#Cc1cc(-c2ccncc2)c(-c2ccc(F)cc2)nc1Cl. The reactants are C(C1=CN=CC=C1)(=O)O (Nicotinic acid), ON1C(CCC1=O)=O (N-hydroxysuccinimide), C1(CCCCC1)N=C=NC1CCCCC1 (Dicyclohexylcarbodiimide). The solvent is O1CCOCC1 (dioxane), O1CCOCC1 (dioxane). Run at time 3 hour. Yields the product C(C1=CN=CC=C1)(=O)ON1C(CCC1=O)=O (N-Nicotinoyloxysuccinimide). Yield: 72.0%. As a reaction SMILES: [C:1]([OH:9])(=[O:8])[C:2]1[CH:7]=[CH:6][CH:5]=[N:4][CH:3]=1.O[N:11]1[C:15](=[O:16])[CH2:14][CH2:13][C:12]1=[O:17].C1(N=C=NC2CCCCC2)CCCCC1>O1CCOCC1>[C:1]([O:9][N:11]1[C:15](=[O:16])[CH2:14][CH2:13][C:12]1=[O:17])(=[O:8])[C:2]1[CH:7]=[CH:6][CH:5]=[N:4][CH:3]=1. Reported procedure: Nicotinic acid (4.025 g, 0.0327 mol) and N-hydroxysuccinimide (3.763 g, 0.0327 mol) were dissolved in 130 ml of dioxane. Dicyclohexylcarbodiimide (6.75 g, 0.032 tool in 20 ml of dioxane was added. The reaction mixture was then stirred at room temperature for 3 hours. The dicyclohexylurea which precipitated was removed by filtration and the solvent was removed by rotary evaporation. The crude product was recrystallized from ethyl acetate to give light yellow crystals which were then washed with a... Reactants: Cl.C(C)OC(CN(CCOC)C([C@@H](N[N+](=O)[O-])CCCNC(N)=N)=O)=O (nitro-L-arginyl-N-(2-methoxyethyl) glycine ethyl ester hydrochloride), [H][H] (hydrogen). Reagents/catalysts: [Pd] (palladium-black). Solvent: C(C)O (ethanol). Product: Cl.C(C)OC(CN(CCOC)C([C@@H](N)CCCNC(N)=N)=O)=O (L-arginyl-N-(2-methoxyethyl)glycine ethyl ester hydrochloride). Isolated yield 81.0%. Reaction SMILES: [ClH:1].[CH2:2]([O:4][C:5](=[O:26])[CH2:6][N:7]([C:12](=[O:25])[C@H:13]([CH2:18][CH2:19][CH2:20][NH:21][C:22](=[NH:24])[NH2:23])[NH:14][N+]([O-])=O)[CH2:8][CH2:9][O:10][CH3:11])[CH3:3].[H][H]>C(O)C.[Pd]>[ClH:1].[CH2:2]([O:4][C:5](=[O:26])[CH2:6][N:7]([C:12](=[O:25])[C@H:13]([CH2:18][CH2:19][CH2:20][NH:21][C:22](=[NH:23])[NH2:24])[NH2:14])[CH2:8][CH2:9][O:10][CH3:11])[CH3:3] |f:0.1,5.6|. Procedure details: To a solution of 4.0 g of NG -nitro-L-arginyl-N-(2-methoxyethyl) glycine ethyl ester hydrochloride in 50 ml of ethanol was added 0.5 g of palladium-black and then the mixture was shaken in a hydrogen atmosphere for 150 hours at room temperature. At the end of this period, the ethanol solution was filtered to remove the catalyst and evaporated to give an oily product. Reprecipitation with ethanol-ethyl ether gave 3.0 g (81%) of L-arginyl-N-(2-methoxyethyl)glycine ethyl ester hydrochloride in the ... Starting materials: CN(C)c1cc2c(Cl)ncnc2cn1, Nc1ccc2c(cnn2Cc2cccnc2)c1. Yields the product Cl, CN(C)c1cc2c(Nc3ccc4c(cnn4Cc4cccnc4)c3)ncnc2cn1. As a reaction SMILES: [Cl:18][c:19]1[c:20]2[c:21]([n:22][cH:23][n:24]1)[cH:25][n:26][c:27]([N:29]([CH3:30])[CH3:31])[cH:28]2.[n:1]1[cH:2][c:3]([CH2:7][n:8]2[n:9][cH:10][c:11]3[cH:12][c:13]([NH2:17])[cH:14][cH:15][c:16]23)[cH:4][cH:5][cH:6]1>>[ClH:18].[n:1]1[cH:2][c:3]([CH2:7][n:8]2[n:9][cH:10][c:11]3[cH:12][c:13]([NH:17][c:19]4[c:20]5[c:21]([n:22][cH:23][n:24]4)[cH:25][n:26][c:27]([N:29]([CH3:30])[CH3:31])[cH:28]5)[cH:14][cH:15][c:16]23)[cH:4][cH:5][cH:6]1. Starting materials: CO, CCOC(C)=O, [K+], O=[Mn](=O)(=O)[O-], O, CS(=O)c1ccc(C(O)(CC2CCC2)c2cc3cc(F)cnc3n2S(=O)(=O)c2ccccc2)cc1. Product: CS(=O)(=O)c1ccc(C(O)(CC2CCC2)c2cc3cc(F)cnc3n2S(=O)(=O)c2ccccc2)cc1. As a reaction SMILES: [CH3:42][OH:43].[CH3:45][CH2:46][O:47][C:48](=[O:49])[CH3:50].[K+:41].[Mn:36](=[O:37])([O-:38])(=[O:39])=[O:40].[OH2:44].[c:1]1([S:7](=[O:8])(=[O:9])[n:10]2[c:11]([C:20]([CH2:21][CH:22]3[CH2:23][CH2:24][CH2:25]3)([OH:26])[c:27]3[cH:28][cH:29][c:30]([S:33](=[O:34])[CH3:35])[cH:31][cH:32]3)[cH:12][c:13]3[c:14]2[n:15][cH:16][c:17]([F:19])[cH:18]3)[cH:2][cH:3][cH:4][cH:5][cH:6]1>>[c:1]1([S:7](=[O:8])(=[O:9])[n:10]2[c:11]([C:20]([CH2:21][CH:22]3[CH2:23][CH2:24][CH2:25]3)([OH:26])[c:27]3[cH:28][cH:29][c:30]([S:33](=[O:34])([CH3:35])=[O:37])[cH:31][cH:32]3)[cH:12][c:13]3[c:14]2[n:15][cH:16][c:17]([F:19])[cH:18]3)[cH:2][cH:3][cH:4][cH:5][cH:6]1. Reactants: C(C)(C)N(\C=C(\C=O)/F)C(C)C ((Z)-3-(diisopropylamino)-2-fluoro-prop-2-enal), NC1=NN2C(N=CC(=C2)CC#N)=C1C(=O)ON1N=NC2=C1C=CC=C2 (1H-benzo[d][1,2,3]triazol-1-yl 2-amino-6-(cyanomethyl)pyrazolo[1,5-a]pyrimidine-3-carboxylate), NC1=NNC(=C1C(=O)NC=1C=NC=CC1N1CCN(CC1)C)N (3,5-diamino-N-[4-(4-methylpiperazin-1-yl)-3-pyridyl]-1H-pyrazole-4-carboxamide), O (H2O). The solvent is CS(=O)C (DMSO). Reaction conditions: temperature 140 celsius, time 25 minute. The product is NC1=NN2C(N=CC(=C2)F)=C1C(=O)NC=1C=NC=CC1N1CCN(CC1)C (2-amino-6-fluoro-N-(4-(4-methylpiperazin-1-yl)pyridin-3-yl)pyrazolo[1,5-a]pyrimidine-3-carboxamide). RXN SMILES: C(N(C(C)C)/[CH:5]=[C:6](\[F:9])/[CH:7]=O)(C)C.NC1C(C(ON2C3C=CC=CC=3N=N2)=O)=C2N=CC(CC#N)=CN2N=1.[NH2:38][C:39]1[C:43]([C:44]([NH:46][C:47]2[CH:48]=[N:49][CH:50]=[CH:51][C:52]=2[N:53]2[CH2:58][CH2:57][N:56]([CH3:59])[CH2:55][CH2:54]2)=[O:45])=[C:42]([NH2:60])[NH:41][N:40]=1.O>CS(C)=O>[NH2:60][C:42]1[C:43]([C:44]([NH:46][C:47]2[CH:48]=[N:49][CH:50]=[CH:51][C:52]=2[N:53]2[CH2:58][CH2:57][N:56]([CH3:59])[CH2:55][CH2:54]2)=[O:45])=[C:39]2[N:38]=[CH:5][C:6]([F:9])=[CH:7][N:40]2[N:41]=1. Procedure: A mixture of (Z)-3-(diisopropylamino)-2-fluoro-prop-2-enal (Tetrahedron Letters (1992), 33(3), 357-60) (22.81 mg, 0.1317 mmol), 4-methylbenzenesulfonic acid (Water (1)) (30.05 mg, 0.1580 mmol), 3,5-diamino-N-[4-(4-methylpiperazin-1-yl)-3-pyridyl]-1H-pyrazole-4-carboxamide (50 mg, 0.1580 mmol) in DMSO (1 mL)/H2O (0.5 mL) was stirred at 140° C. for 25 min. The crude mixture was purified by Fractionlynx HPLC. The aqueous fractions were combined and lyophilised to yield 2-amino-6-fluoro-N-(4-(4-meth... Reported procedure: To a solution of 5-[hydroxy-(tetrahydro-pyran-4-yl)-methyl]-3-methoxy-2-(2,4,6-trimethyl-phenyl)-cyclopent-2-enone (408 mg, 1.18 mmol) in acetone (2 ml) is added a 2N solution of hydrochloric acid (2 ml) and the resulting solution is heated to 130° C. by microwave irradiation for 90 minutes. The reaction mixture was diluted with 2N hydrochloric acid (25 ml), and extracted with ethyl acetate (2×25 ml). The combined organics are washed with brine (25 ml), dried over magnesium sulphate, filtered an... Product: O1CCC(CC1)\C=C/1\C(C(C(C1)=O)C1=C(C=C(C=C1C)C)C)=O (4-[1-(tetrahydro-pyran-4-yl)-meth-(E)-ylidene]-2-(2,4,6-trimethyl-phenyl)-cyclopentane-1,3-dione). As a reaction SMILES: O[CH:2]([CH:20]1[CH2:25][CH2:24][O:23][CH2:22][CH2:21]1)[CH:3]1[C:7](=[O:8])[C:6]([C:9]2[C:14]([CH3:15])=[CH:13][C:12]([CH3:16])=[CH:11][C:10]=2[CH3:17])=[C:5]([O:18]C)[CH2:4]1>CC(C)=O.Cl>[O:23]1[CH2:22][CH2:21][CH:20](/[CH:2]=[C:3]2/[C:7](=[O:8])[CH:6]([C:9]3[C:10]([CH3:17])=[CH:11][C:12]([CH3:16])=[CH:13][C:14]=3[CH3:15])[C:5](=[O:18])[CH2:4]/2)[CH2:25][CH2:24]1. Reaction conditions: temperature 130 celsius. The solvent is Cl (hydrochloric acid), CC(=O)C (acetone), Cl (hydrochloric acid). The yield is 81.9%. Starting materials: OC(C1CC(=C(C1=O)C1=C(C=C(C=C1C)C)C)OC)C1CCOCC1 (5-[hydroxy-(tetrahydro-pyran-4-yl)-methyl]-3-methoxy-2-(2,4,6-trimethyl-phenyl)-cyclopent-2-enone), solution. The reactants are O=C([O-])[O-], CC#N, Clc1nc2ccccc2s1, [Cs+], [Cs+], Oc1ccc2cc[nH]c2c1. The product is c1ccc2sc(Oc3ccc4cc[nH]c4c3)nc2c1. Reaction SMILES: [C:11](=[O:12])([O-:13])[O-:14].[CH3:27][C:28]#[N:29].[Cl:17][c:18]1[s:19][c:20]2[c:21]([n:22]1)[cH:23][cH:24][cH:25][cH:26]2.[Cs+:15].[Cs+:16].[OH:1][c:2]1[cH:3][cH:4][c:5]2[cH:6][cH:7][nH:8][c:9]2[cH:10]1>>[O:1]([c:2]1[cH:3][cH:4][c:5]2[cH:6][cH:7][nH:8][c:9]2[cH:10]1)[c:18]1[s:19][c:20]2[c:21]([n:22]1)[cH:23][cH:24][cH:25][cH:26]2.